Task: describe an organic reaction: reactants, conditions, products, and yield. Dataset: the Open Reaction Database (ORD), a public repository of structured organic reaction records Starting materials: CSC1=NC=C(C=N1)Br (2-methylthio-5-bromopyrimidine), ClC1=CC(=CC=C1)C(=O)OO (m-chloroperbenzoic acid), CCCCCCC (n-heptane). The solvent is C(Cl)(Cl)Cl (chloroform). Product: CS(=O)C1=NC=C(C=N1)Br (2-Methylsulfinyl-5-bromopyrimidine). The yield is 90.0%. Reaction SMILES: [CH3:1][S:2][C:3]1[N:8]=[CH:7][C:6]([Br:9])=[CH:5][N:4]=1.ClC1C=CC=C(C(OO)=[O:18])C=1.CCCCCCC>C(Cl)(Cl)Cl>[CH3:1][S:2]([C:3]1[N:8]=[CH:7][C:6]([Br:9])=[CH:5][N:4]=1)=[O:18]. Reported procedure: The title compound was prepared by oxidation of 2-methylthio-5-bromopyrimidine by m-chloroperbenzoic acid in chloroform as described in Example 39; yield 90%, m.p. 90° C. (n-heptane). 1H NMR (CDCl3): δ2.91 (Me),. 8.90 (H-4, H-6). Reactants: COCCCN (3-methoxypropylamine), C(C)O (ethanol), C(C1CO1)OCCCCCCCCCCCCCCCC (hexadecyl glycidyl ether). Reaction conditions: temperature 80 celsius, time 2 hour. Product: C(CCCCCCCCCCCCCCC)OCC(CNCCO)O (N-(3-hexadecyloxy-2-hydroxypropyl)-N-2-hydroxyethylamine). Isolated yield 88.9%. As a reaction SMILES: COC[CH2:4][CH2:5][NH2:6].[CH2:7]([O:11][CH2:12][CH2:13][CH2:14][CH2:15][CH2:16][CH2:17][CH2:18][CH2:19][CH2:20][CH2:21][CH2:22][CH2:23][CH2:24][CH2:25][CH2:26][CH3:27])[CH:8]1[O:10][CH2:9]1.C([OH:30])C>>[CH2:12]([O:11][CH2:7][CH:8]([OH:10])[CH2:9][NH:6][CH2:5][CH2:4][OH:30])[CH2:13][CH2:14][CH2:15][CH2:16][CH2:17][CH2:18][CH2:19][CH2:20][CH2:21][CH2:22][CH2:23][CH2:24][CH2:25][CH2:26][CH3:27]. Procedure: To a 2-l flask equipped with a stirrer, a dropping funnel, a nitrogen gas inlet tube and a distillation apparatus, 611 g (10.0 mol) of 2-aminoethanol (5-a) and 122 g of ethanol were charged, followed by the dropwise addition of 243 g (0.82 mol) of hexadecyl glycidyl ether (4-a) over 3 hours while stirring under heating to 80° C. in a nitrogen gas atmosphere. After the completion of the dropwise addition, stirring was conducted for further 2 hours at 80° C. From the reaction mixture, ethanol and ...